From a dataset of the Open Reaction Database (ORD), a public repository of structured organic reaction records. describe an organic reaction: reactants, conditions, products, and yield Reactants: Cl (HCl), C(C)(C)[C@@H]1N(C(N(C1)CC1CCN(CC1)C(=O)OC(C)(C)C)=O)C1=NC=2N(C=C1)N=CC2C2=CC=C(C=C2)C2=NN(C=N2)COCC[Si](C)(C)C ((S)-tert-butyl 4-((4-isopropyl-2-oxo-3-(3-(4-(1-((2-(trimethylsilyl)ethoxy)methyl)-1H-1,2,4-triazol-3-yl)phenyl)pyrazolo[1,5-a]pyrimidin-5-yl)imidazolidin-1-yl)methyl)piperidine-1-carboxylate), CCO (EtOH), Cl (HCl), C(=O)(O)[O-].[Na+] (NaHCO3). Solvent: CCOCC (ether). Product: Cl.N1N=C(N=C1)C1=CC=C(C=C1)C=1C=NN2C1N=C(C=C2)N2C(N(C[C@@H]2C(C)C)CC2CCNCC2)=O ((S)-3-(3-(4-(1H-1,2,4-triazol-3-yl)phenyl)pyrazolo[1,5-a]pyrimidin-5-yl)-4-isopropyl-1-(piperidin-4-ylmethyl)imidazolidin-2-one hydrochloride). As a reaction SMILES: [CH:1]([C@H:4]1[CH2:8][N:7]([CH2:9][CH:10]2[CH2:15][CH2:14][N:13](C(OC(C)(C)C)=O)[CH2:12][CH2:11]2)[C:6](=[O:23])[N:5]1[C:24]1[CH:29]=[CH:28][N:27]2[N:30]=[CH:31][C:32]([C:33]3[CH:38]=[CH:37][C:36]([C:39]4[N:43]=[CH:42][N:41](COCC[Si](C)(C)C)[N:40]=4)=[CH:35][CH:34]=3)=[C:26]2[N:25]=1)([CH3:3])[CH3:2].CCO.C([O-])(O)=O.[Na+].[ClH:60]>CCOCC>[ClH:60].[NH:41]1[CH:42]=[N:43][C:39]([C:36]2[CH:35]=[CH:34][C:33]([C:32]3[CH:31]=[N:30][N:27]4[CH:28]=[CH:29][C:24]([N:5]5[C@@H:4]([CH:1]([CH3:3])[CH3:2])[CH2:8][N:7]([CH2:9][CH:10]6[CH2:15][CH2:14][NH:13][CH2:12][CH2:11]6)[C:6]5=[O:23])=[N:25][C:26]=34)=[CH:38][CH:37]=2)=[N:40]1 |f:2.3,6.7|. Reported procedure: A mixture of (S)-tert-butyl 4-((4-isopropyl-2-oxo-3-(3-(4-(1-((2-(trimethylsilyl)ethoxy)methyl)-1H-1,2,4-triazol-3-yl)phenyl)pyrazolo[1,5-a]pyrimidin-5-yl)imidazolidin-1-yl)methyl)piperidine-1-carboxylate (99 mg, 0.14 mmol) and EtOH/6N aqueous HCl (1:2, 2 mL total) was heated at reflux for 2 hours. After cooling, the reaction mixture was neutralized by slow addition of saturated aqueous NaHCO3 solution. The mixture was extracted with 10% THF in dichloromethane. The combined extracts were washed ... Reaction SMILES: [H-].[Na+].[H][H].[OH:5][C:6]1[C:13]([OH:14])=[CH:12][CH:11]=[CH:10][C:7]=1[CH:8]=[O:9].[CH2:15](Br)[C:16]1[CH:21]=[CH:20][CH:19]=[CH:18][CH:17]=1>CS(C)=O>[CH2:15]([O:5][C:6]1[C:13]([OH:14])=[CH:12][CH:11]=[CH:10][C:7]=1[CH:8]=[O:9])[C:16]1[CH:21]=[CH:20][CH:19]=[CH:18][CH:17]=1 |f:0.1|. Product: C(C1=CC=CC=C1)OC1=C(C=O)C=CC=C1O (2-benzyloxy-3-hydroxy-benzaldehyde). The solvent is CS(=O)C (DMSO). Procedure: For example, sodium hydride (0.52 g, 21.7 mmol) is added to DMSO (20 ml) followed by an aldehyde of formula 11 wherein R3, R4 and R5 are hydrogen, i.e., 2,3-dihydroxybenzaldehyde, (2.8 g, 20.2 mmol). After stirring the solution for 1 h at ambient temperature, benzyl bromide 12 (2.4 ml, 20.2 mmol) was added forming a red-brown reaction mixture which was further stirred 12 h at ambient temperature. The solution was then partitioned between ethyl acetate (200 ml) and 0.5 N hydrochloric acid (300 ml... The reactants are OC1=C(C=O)C=CC=C1O (2,3-dihydroxybenzaldehyde), [H-].[Na+] (sodium hydride), [H][H] (hydrogen), aldehyde, formula 11, C(C1=CC=CC=C1)Br (benzyl bromide). Run at time 1 hour. Yield: 69.6%. Run in C(C)#N (acetonitrile), CN(C=O)C (dimethylformamide), C(C)(=O)OCC (ethyl acetate). Conditions: time 1 hour. Yield: 89.7%. The product is [Si](C)(C)(C(C)(C)C)OCCNC(=O)C=1N=C(SC1)N1CC(C1)SC=1[C@@H]([C@H]2N(C1C(=O)OCC1=CC=C(C=C1)[N+](=O)[O-])C([C@@H]2[C@@H](C)O)=O)C (p-nitrobenzyl (1R,5S,6S)-2-(1-{4-[2-(t-butyldimethylsilyloxy)ethylcarbamoyl]-1,3-thiazol-2-yl}azetidin-3-yl)thio-6-[(R)-1-hydroxyethyl]-1-methylcarbapen-2-em-3-carboxylate). Starting materials: C1(=CC=CC=C1)P(=O)(C1=CC=CC=C1)OC=1[C@@H]([C@@H]2N(C1C(=O)OCC1=CC=C(C=C1)[N+](=O)[O-])C([C@@H]2[C@@H](C)O)=O)C (p-nitrobenzyl (1R,5S,6S)-2-(diphenylphosphoryloxy)-6-[(R)-1-hydroxyethyl]-1-methylcarbapen-2-em-3-carboxylate), C(C)(C)N(CC)C(C)C (diisopropylethylamine), C(C)(=O)SC1CN(C1)C=1SC=C(N1)C(NCCO[Si](C)(C)C(C)(C)C)=O (3-acetylthio-1-{4-[2-(t-butyidimethylsilyloxy)ethylcarbamoyl]-1,3-thiazol-2-yl}azetidine), C(C)(=O)O.NN (hydrazine acetate), C(O)([O-])=O.[Na+] (sodium hydrogencarbonate). As a reaction SMILES: C([S:4][CH:5]1[CH2:8][N:7]([C:9]2[S:10][CH:11]=[C:12]([C:14](=[O:26])[NH:15][CH2:16][CH2:17][O:18][Si:19]([C:22]([CH3:25])([CH3:24])[CH3:23])([CH3:21])[CH3:20])[N:13]=2)[CH2:6]1)(=O)C.C(O)(=O)C.NN.C1(P(O[C:48]2[C@H:49]([CH3:72])[C@H:50]3[C@@H:67]([C@H:68]([OH:70])[CH3:69])[C:66](=[O:71])[N:51]3[C:52]=2[C:53]([O:55][CH2:56][C:57]2[CH:62]=[CH:61][C:60]([N+:63]([O-:65])=[O:64])=[CH:59][CH:58]=2)=[O:54])(C2C=CC=CC=2)=O)C=CC=CC=1.C(N(C(C)C)CC)(C)C.C(=O)([O-])O.[Na+]>CN(C)C=O.C(#N)C.C(OCC)(=O)C>[Si:19]([O:18][CH2:17][CH2:16][NH:15][C:14]([C:12]1[N:13]=[C:9]([N:7]2[CH2:6][CH:5]([S:4][C:48]3[C@H:49]([CH3:72])[C@@H:50]4[C@@H:67]([C@H:68]([OH:70])[CH3:69])[C:66](=[O:71])[N:51]4[C:52]=3[C:53]([O:55][CH2:56][C:57]3[CH:58]=[CH:59][C:60]([N+:63]([O-:65])=[O:64])=[CH:61][CH:62]=3)=[O:54])[CH2:8]2)[S:10][CH:11]=1)=[O:26])([C:22]([CH3:23])([CH3:24])[CH3:25])([CH3:20])[CH3:21] |f:1.2,5.6|. Procedure details: To a solution of 3-acetylthio-1-{4-[2-(t-butyidimethylsilyloxy)ethylcarbamoyl]-1,3-thiazol-2-yl}azetidine (398.2 mg, 0.96 mmol) (obtained as described in Reference Example 33) in dimethylformamide (20 ml) was added hydrazine acetate (110 mg, 1.19 mmol) at room temperature under an atmosphere of nitrogen and the mixture was stirred for 1 hour. After checking the completion of the reaction, a solution of p-nitrobenzyl (1R,5S,6S)-2-(diphenylphosphoryloxy)-6-[(R)-1-hydroxyethyl]-1-methylcarbapen-2-e... Reaction SMILES: [CH:1]1([C:7]2[C:8]([C:22]#[N:23])=[C:9]([S:20][CH3:21])[S:10][C:11]=2[C:12](=O)[C:13]([CH3:18])=[CH:14]N(C)C)[CH2:6][CH2:5][CH2:4][CH2:3][CH2:2]1.CN(C(OC)OC)C.[N+:32]([C:35]1[CH:36]=[C:37]([NH:41][C:42]([NH2:44])=[NH:43])[CH:38]=[CH:39][CH:40]=1)([O-:34])=[O:33]>C1(C)C=CC=CC=1.CCOC(C)=O.CN(C=O)C>[N+:32]([C:35]1[CH:36]=[C:37]([NH:41][C:42]2[N:44]=[C:12]([C:11]3[S:10][C:9]([S:20][CH3:21])=[C:8]([C:22]#[N:23])[C:7]=3[CH:1]3[CH2:6][CH2:5][CH2:4][CH2:3][CH2:2]3)[C:13]([CH3:18])=[CH:14][N:43]=2)[CH:38]=[CH:39][CH:40]=1)([O-:34])=[O:33]. Procedure details: To a solution of 4-cyclohexyl-5-(3-dimethylamino-2-methyl-acryloyl)-2-methylsulfanyl-thiophene-3-carbonitrile (0.5 g, 1.7 mmol) in toluene (3 ml) was added DMF-DMA and the reaction was heated at 90° C. overnight resulting in conversion to product as determined by TLC (40% EtOAc:hexanes). The crude product was combined with DMF (10 ml) and 3-nitrophenylguanidine (0.5 g, 2.78 mmol) in a sealed tube and heated at 120° C. overnight resulting in conversion to product as determined by TLC (40% EtOAc:h... Isolated yield 42.0%. Yields the product [N+](=O)([O-])C=1C=C(C=CC1)NC1=NC=C(C(=N1)C1=C(C(=C(S1)SC)C#N)C1CCCCC1)C (5-[2-(3-Nitrophenylamino)-5-methyl-pyrimidin-4-yl]-4-cyclohexyl-2-methylsulfanyl-thiophene-3-carbonitrile). Run in CN(C)C=O (DMF), CCOC(=O)C (EtOAc), CCOC(=O)C (EtOAc), hexanes, C1(=CC=CC=C1)C (toluene), hexanes. Run at temperature 90 celsius. Reactants: crude product, [N+](=O)([O-])C=1C=C(C=CC1)NC(=N)N (3-nitrophenylguanidine), C1(CCCCC1)C=1C(=C(SC1C(C(=CN(C)C)C)=O)SC)C#N (4-cyclohexyl-5-(3-dimethylamino-2-methyl-acryloyl)-2-methylsulfanyl-thiophene-3-carbonitrile), CN(C)C(OC)OC (DMF-DMA). Starting materials: CCCc1cc2cc(OC)ccc2c(OCOC)c1Br, COCCOC, OB(O)c1ccc(F)cc1, [Na+], [Na+], O=C([O-])[O-], c1ccc([PH](c2ccccc2)(c2ccccc2)[Pd-4]([PH](c2ccccc2)(c2ccccc2)c2ccccc2)([PH](c2ccccc2)(c2ccccc2)c2ccccc2)[PH](c2ccccc2)(c2ccccc2)c2ccccc2)cc1. The product is CCCc1cc2cc(OC)ccc2c(OCOC)c1-c1ccc(F)cc1. As a reaction SMILES: [Br:1][c:2]1[c:3]([O:17][CH2:18][O:19][CH3:20])[c:4]2[cH:5][cH:6][c:7]([O:15][CH3:16])[cH:8][c:9]2[cH:10][c:11]1[CH2:12][CH2:13][CH3:14].[CH3:114][O:115][CH2:116][CH2:117][O:118][CH3:119].[F:21][c:22]1[cH:23][cH:24][c:25]([B:28]([OH:29])[OH:30])[cH:26][cH:27]1.[Na+:31].[Na+:32].[O-:33][C:34](=[O:35])[O-:36].[c:37]1([PH:38]([Pd-4:39]([PH:40]([c:41]2[cH:42][cH:43][cH:44][cH:45][cH:46]2)([c:47]2[cH:48][cH:49][cH:50][cH:51][cH:52]2)[c:53]2[cH:54][cH:55][cH:56][cH:57][cH:58]2)([PH:59]([c:60]2[cH:61][cH:62][cH:63][cH:64][cH:65]2)([c:66]2[cH:67][cH:68][cH:69][cH:70][cH:71]2)[c:72]2[cH:73][cH:74][cH:75][cH:76][cH:77]2)[PH:78]([c:79]2[cH:80][cH:81][cH:82][cH:83][cH:84]2)([c:85]2[cH:86][cH:87][cH:88][cH:89][cH:90]2)[c:91]2[cH:92][cH:93][cH:94][cH:95][cH:96]2)([c:97]2[cH:98][cH:99][cH:100][cH:101][cH:102]2)[c:103]2[cH:104][cH:105][cH:106][cH:107][cH:108]2)[cH:109][cH:110][cH:111][cH:112][cH:113]1>>[c:2]1(-[c:25]2[cH:24][cH:23][c:22]([F:21])[cH:27][cH:26]2)[c:3]([O:17][CH2:18][O:19][CH3:20])[c:4]2[cH:5][cH:6][c:7]([O:15][CH3:16])[cH:8][c:9]2[cH:10][c:11]1[CH2:12][CH2:13][CH3:14]. Starting materials: BrC1=CC=C(C=C1)C1=CC=C(C=C1)Br (4,4'-Dibromobiphenyl), [N+](=O)([O-])C1=C(N)C=CC=C1 (o-nitroaniline), C([O-])([O-])=O.[Na+].[Na+] (sodium carbonate). The reagents and catalysts are cuprous iodide. Run in [N+](=O)([O-])C1=CC=CC=C1 (nitrobenzene). Product: [N+](=O)([O-])C1=C(NC2=CC=C(C=C2)C2=CC=C(C=C2)NC2=C(C=CC=C2)[N+](=O)[O-])C=CC=C1 (4,4'-bis-(o-nitroanilino) biphenyl). Isolated yield 85.0%. Reaction SMILES: Br[C:2]1[CH:7]=[CH:6][C:5]([C:8]2[CH:13]=[CH:12][C:11](Br)=[CH:10][CH:9]=2)=[CH:4][CH:3]=1.[N+:15]([C:18]1[CH:24]=[CH:23][CH:22]=[CH:21][C:19]=1[NH2:20])([O-:17])=[O:16].C(=O)([O-])[O-].[Na+].[Na+]>[N+](C1C=CC=CC=1)([O-])=O>[N+:15]([C:18]1[CH:24]=[CH:23][CH:22]=[CH:21][C:19]=1[NH:20][C:2]1[CH:7]=[CH:6][C:5]([C:8]2[CH:13]=[CH:12][C:11]([NH:20][C:19]3[CH:21]=[CH:22][CH:23]=[CH:24][C:18]=3[N+:15]([O-:17])=[O:16])=[CH:10][CH:9]=2)=[CH:4][CH:3]=1)([O-:17])=[O:16] |f:2.3.4|. Procedure: 4,4'-Dibromobiphenyl (156 g., 0.5 mole) was condensed with o-nitroaniline (138 g., 1.0 mole) using cuprous iodide catalyst and anhydrous sodium carbonate as an acid acceptor in refluxing nitrobenzene (500 ml) during 16 hours. The resulting 4,4'-bis-(o-nitroanilino) biphenyl, obtained in 85% yield, was reduced with sodium sulfide in ethylene glycol at 150° to 200° C. The yield of 4,4'-bis(o-aminoanilino)biphenyl was 132 g. (72% yield, mp 211°-222° C.). The melting behavior of the compound is unus... Procedure: Benzyl alcohol derivatives E6 dissolved in dichloromethane or chloroform are treated with isobutylene in phosphoric acid-boron trifluoride etherate for about 1 to 3 hours at about -78° C. to -60° C. then 18 hours at room temperature or with tert-butyl-2,2,2-trichloroacetamidate in the presence of a catalytic amount of boron trifluoride etherate in cyclohexane or in a mixture of cyclohexane-dichloromethane at room temperature for about 18-24 hours to produce tert-butyl ether derivatives E7. Solvent: ClCCl (dichloromethane), P(O)(O)(O)=O.B(F)(F)F.CCOCC (phosphoric acid boron trifluoride etherate), C(Cl)(Cl)Cl (chloroform), C1CCCCC1 (cyclohexane), C1CCCCC1.ClCCl (cyclohexane dichloromethane). Reaction SMILES: [CH2:1](O)[C:2]1[CH:7]=CC=C[CH:3]=1.[CH3:9][C:10](=[CH2:12])[CH3:11].C(NC(=[O:23])C(Cl)(Cl)Cl)(C)(C)C.B(F)(F)F.CCOCC>ClCCl.P(=O)(O)(O)O.B(F)(F)F.CCOCC.C1CCCCC1.C1CCCCC1.ClCCl.C(Cl)(Cl)Cl>[C:10]([O:23][C:2]([CH3:1])([CH3:3])[CH3:7])([CH3:11])([CH3:9])[CH3:12] |f:3.4,6.7.8,10.11|. The product is C(C)(C)(C)OC(C)(C)C (tert-butyl ether), E7. Reactants: CC(C)=C (isobutylene), C(C1=CC=CC=C1)O (Benzyl alcohol), E6, C(C)(C)(C)NC(C(Cl)(Cl)Cl)=O (tert-butyl-2,2,2-trichloroacetamidate), B(F)(F)F.CCOCC (boron trifluoride etherate).